Dataset: the Open Reaction Database (ORD), a public repository of structured organic reaction records. Task: describe an organic reaction: reactants, conditions, products, and yield Reactants: COC(=O)NC1=C(C)CCN(Cc2ccccc2)C1, CO, [H][H], O=[Pt]. The product is COC(=O)NC1CN(Cc2ccccc2)CCC1C. As a reaction SMILES: [CH2:1]([c:2]1[cH:3][cH:4][cH:5][cH:6][cH:7]1)[N:8]1[CH2:9][C:10]([NH:15][C:16]([O:17][CH3:18])=[O:19])=[C:11]([CH3:14])[CH2:12][CH2:13]1.[CH3:22][OH:23].[H:20][H:21].[Pt:24]=[O:25]>>[CH2:1]([c:2]1[cH:3][cH:4][cH:5][cH:6][cH:7]1)[N:8]1[CH2:9][CH:10]([NH:15][C:16]([O:17][CH3:18])=[O:19])[CH:11]([CH3:14])[CH2:12][CH2:13]1. Starting materials: CS(=O)(=O)Cl, CN(Cc1ccc(Cl)c(Cl)c1)C(=O)C1=C(O)C(=O)N(CCN2CCNCC2)C1. Product: CN(Cc1ccc(Cl)c(Cl)c1)C(=O)C1=C(O)C(=O)N(CCN2CCN(S(C)(=O)=O)CC2)C1, Cl. As a reaction SMILES: [CH3:29][S:30]([Cl:31])(=[O:32])=[O:33].[Cl:1][c:2]1[cH:3][c:4]([CH2:5][N:6]([C:7](=[O:8])[C:9]2=[C:13]([OH:14])[C:12](=[O:15])[N:11]([CH2:16][CH2:17][N:18]3[CH2:19][CH2:20][NH:21][CH2:22][CH2:23]3)[CH2:10]2)[CH3:24])[cH:25][cH:26][c:27]1[Cl:28]>>[Cl:1][c:2]1[cH:3][c:4]([CH2:5][N:6]([C:7](=[O:8])[C:9]2=[C:13]([OH:14])[C:12](=[O:15])[N:11]([CH2:16][CH2:17][N:18]3[CH2:19][CH2:20][N:21]([S:30]([CH3:29])(=[O:32])=[O:33])[CH2:22][CH2:23]3)[CH2:10]2)[CH3:24])[cH:25][cH:26][c:27]1[Cl:28].[ClH:31]. As a reaction SMILES: [C:1]([O:5][C:6]([NH:8][CH2:9][C:10]1[S:11][C:12]([CH2:15]O)=[CH:13][N:14]=1)=[O:7])([CH3:4])([CH3:3])[CH3:2].[C:17]1(=[O:27])[NH:21][C:20](=[O:22])[C:19]2=[CH:23][CH:24]=[CH:25][CH:26]=[C:18]12.C1(P(C2C=CC=CC=2)C2C=CC=CC=2)C=CC=CC=1.N(C(OCC)=O)=NC(OCC)=O>C1COCC1>[C:1]([O:5][C:6]([NH:8][CH2:9][C:10]1[S:11][C:12]([CH2:15][N:21]2[C:20](=[O:22])[C:19]3=[CH:23][CH:24]=[CH:25][CH:26]=[C:18]3[C:17]2=[O:27])=[CH:13][N:14]=1)=[O:7])([CH3:2])([CH3:3])[CH3:4]. Reactants: C(C)(C)(C)OC(=O)NCC=1SC(=CN1)CO (2-(N-t-butoxycarbonylamino)methyl-5-hydroxymethylthiazole), C1(C=2C(C(N1)=O)=CC=CC2)=O (phthalimide), C1(=CC=CC=C1)P(C1=CC=CC=C1)C1=CC=CC=C1 (triphenylphosphine), N(=NC(=O)OCC)C(=O)OCC (diethyl azodicarboxylate). Run in C1CCOC1 (THF). Isolated yield 63.0%. Procedure details: To 20 ml of a THF solution containing 1.06 g of 2-(N-t-butoxycarbonylamino)methyl-5-hydroxymethylthiazole, 959 mg of phthalimide, 1.7 g of triphenylphosphine and 1.03 ml of diethyl azodicarboxylate were added, and the mixture was then stirred at room temperature for 1 hour. Then, the solvent was evaporated under reduced pressure, and the resulting residue was purified by a silica gel column chromatograph and Cephadex LH-20 in succession to obtain 1.02 g of 2-(N-t-butoxycarbonylamino)methyl-5-pht... Reaction conditions: time 1 hour. Yields the product C(C)(C)(C)OC(=O)NCC=1SC(=CN1)CN1C(C=2C(C1=O)=CC=CC2)=O (2-(N-t-butoxycarbonylamino)methyl-5-phthalimidomethylthiazole). Starting materials: N(=NC(=O)N1CCCCC1)C(=O)N1CCCCC1 (1,1′-(Azodicarbonyl)dipiperidine), OCCN1C=CC(C=C1)=O (1-(2-Hydroxyethyl)-1,4-dihydro-4-pyridone), ClC1=CC(=C(NC2=NC=NC3=CC(=C(C=C23)OC)O)C=C1)F (4-(4-chloro-2-fluoroanilino)-7-hydroxy-6-methoxyquinazoline), C(CCC)P(CCCC)CCCC (tributylphosphine). Solvent: C(Cl)Cl (methylene chloride), CCOCC (ether). Run at temperature 5 celsius, time 2 hour. Product: Cl.ClC1=CC(=C(NC2=NC=NC3=CC(=C(C=C23)OC)OCCN2C=CC(C=C2)=O)C=C1)F (4-(4-chloro-2-fluoroanilino)-6-methoxy-7-[2-(4-oxo-1,4-dihydro-1-pyridyl)ethoxy]quinazoline hydrochloride). The yield is 32.3%. RXN SMILES: [OH:1][CH2:2][CH2:3][N:4]1[CH:9]=[CH:8][C:7](=[O:10])[CH:6]=[CH:5]1.[Cl:11][C:12]1[CH:31]=[CH:30][C:15]([NH:16][C:17]2[C:26]3[C:21](=[CH:22][C:23](O)=[C:24]([O:27][CH3:28])[CH:25]=3)[N:20]=[CH:19][N:18]=2)=[C:14]([F:32])[CH:13]=1.C(P(CCCC)CCCC)CCC.N(C(N1CCCCC1)=O)=NC(N1CCCCC1)=O>C(Cl)Cl.CCOCC>[ClH:11].[Cl:11][C:12]1[CH:31]=[CH:30][C:15]([NH:16][C:17]2[C:26]3[C:21](=[CH:22][C:23]([O:1][CH2:2][CH2:3][N:4]4[CH:9]=[CH:8][C:7](=[O:10])[CH:6]=[CH:5]4)=[C:24]([O:27][CH3:28])[CH:25]=3)[N:20]=[CH:19][N:18]=2)=[C:14]([F:32])[CH:13]=1 |f:6.7|. Reported procedure: 1-(2-Hydroxyethyl)-1,4-dihydro-4-pyridone (221 mg, 1.6 mmol) was added to a stirred solution of 4-(4-chloro-2-fluoroanilino)-7-hydroxy-6-methoxyquinazoline (230 mg, 0.7 mmol), (prepared as described for the starting material in Example 15), and tributylphosphine (0.53 ml, 2.1 mmol) in methylene chloride (20 ml) under nitrogen at 5° C. 1,1′-(Azodicarbonyl)dipiperidine (552 mg, 2.2 mmol) was added in portions over 10 minutes and the mixture was stirred at 5° C. for 2 hours, allowed to warm to ambi... Reaction SMILES: [ClH:26].[NH2:1][CH:2]([CH3:3])[C:4](=[O:5])[N:6]1[CH:7]([C:8](=[O:9])[OH:10])[CH2:11][CH2:12][CH2:13]1.[Na+:28].[O:29]1[CH2:30][CH2:31][O:32][CH2:33][CH2:34]1.[OH-:27].[OH2:25].[c:14]1([CH3:24])[cH:15][cH:16][c:17]([S:20](=[O:21])(=[O:22])[Cl:23])[cH:18][cH:19]1>>[NH:1]([CH:2]([CH3:3])[C:4](=[O:5])[N:6]1[CH:7]([C:8](=[O:9])[OH:10])[CH2:11][CH2:12][CH2:13]1)[S:20]([c:17]1[cH:16][cH:15][c:14]([CH3:24])[cH:19][cH:18]1)(=[O:21])=[O:22]. Yields the product Cc1ccc(S(=O)(=O)NC(C)C(=O)N2CCCC2C(=O)O)cc1. Reactants: Cl, CC(N)C(=O)N1CCCC1C(=O)O, [Na+], C1COCCO1, [OH-], O, Cc1ccc(S(=O)(=O)Cl)cc1. Reactants: O=C([O-])[O-], COc1ccc2nccc(O)c2n1, [Na+], [Na+], CN(C)C=O, O, BrP(Br)Br. Product: COc1ccc2nccc(Br)c2n1. RXN SMILES: [C:19](=[O:20])([O-:21])[O-:22].[CH3:1][O:2][c:3]1[n:4][c:5]2[c:6]([OH:13])[cH:7][cH:8][n:9][c:10]2[cH:11][cH:12]1.[Na+:23].[Na+:24].[O:25]=[CH:26][N:27]([CH3:28])[CH3:29].[OH2:18].[P:14]([Br:15])([Br:16])[Br:17]>>[CH3:1][O:2][c:3]1[n:4][c:5]2[c:6]([Br:15])[cH:7][cH:8][n:9][c:10]2[cH:11][cH:12]1. Starting materials: methyl ester, Cl.C(C1=CC=CC=C1)(C1=CC=CC=C1)(C1=CC=CC=C1)N[C@@H](CCCNC(N)=N)C(=O)O (tritylarginine hydrochloride), [H-].[Al+3].[Li+].[H-].[H-].[H-] (lithium aluminum hydride), [H-].[Al+3].[Li+].[H-].[H-].[H-] (lithium aluminum hydride), ice water. Solvent: O1CCCC1 (tetrahydrofuran), O1CCCC1 (tetrahydrofuran). Conditions: temperature 0 celsius, time 30 minute. Yields the product Cl.C(C1=CC=CC=C1)(C1=CC=CC=C1)(C1=CC=CC=C1)N[C@@H](CCCNC(N)=N)CO (tritylargininol hydrochloride). RXN SMILES: [H-].[Al+3].[Li+].[H-].[H-].[H-].[ClH:7].[C:8]([NH:27][C@H:28]([C:36](O)=[O:37])[CH2:29][CH2:30][CH2:31][NH:32][C:33](=[NH:35])[NH2:34])([C:21]1[CH:26]=[CH:25][CH:24]=[CH:23][CH:22]=1)([C:15]1[CH:20]=[CH:19][CH:18]=[CH:17][CH:16]=1)[C:9]1[CH:14]=[CH:13][CH:12]=[CH:11][CH:10]=1>O1CCCC1>[ClH:7].[C:8]([NH:27][C@H:28]([CH2:36][OH:37])[CH2:29][CH2:30][CH2:31][NH:32][C:33](=[NH:34])[NH2:35])([C:15]1[CH:16]=[CH:17][CH:18]=[CH:19][CH:20]=1)([C:21]1[CH:26]=[CH:25][CH:24]=[CH:23][CH:22]=1)[C:9]1[CH:14]=[CH:13][CH:12]=[CH:11][CH:10]=1 |f:0.1.2.3.4.5,6.7,9.10|. Procedure details: 4.2 g of lithium aluminum hydride were suspended in 150 ml of absolute tetrahydrofuran and cooled to 0° C. in an ice bath. 9.3 g of the methyl ester of tritylarginine hydrochloride, which were dissolved in 50 ml of absolute tetrahydrofuran, were slowly added dropwise to this suspension. The mixture was stirred at 0° C. for 30 min and then heated to 40°-45° C. After 30 min, the excess lithium aluminum hydride was decomposed with ice-water. Insolubles were removed by filtration, and the tetrahydro...